Task: describe an organic reaction: reactants, conditions, products, and yield. Dataset: the Open Reaction Database (ORD), a public repository of structured organic reaction records Starting materials: C(C1=CC=CC=C1)OC1=CC=C2C(=NC=NC2=C1)SC (7-benzyloxy4-methylsulphanylquinazoline). Solvent: C(=O)(C(F)(F)F)O (TFA). Product: OC1=CC=C2C(=NC=NC2=C1)SC (7-hydroxy4-methylsulphanylquinazoline). Yield: 98.1%. Reaction SMILES: C([O:8][C:9]1[CH:18]=[C:17]2[C:12]([C:13]([S:19][CH3:20])=[N:14][CH:15]=[N:16]2)=[CH:11][CH:10]=1)C1C=CC=CC=1>C(O)(C(F)(F)F)=O>[OH:8][C:9]1[CH:18]=[C:17]2[C:12]([C:13]([S:19][CH3:20])=[N:14][CH:15]=[N:16]2)=[CH:11][CH:10]=1. Reported procedure: A solution of 7-benzyloxy4-methylsulphanylquinazoline (3 g, 10.6 mmol) in TFA (30 ml) was heated at reflux for 5 hours. After cooling, the volatiles were removed by evaporation. The residue was suspended in water and solid sodium hydrogen carbonate was added until complete dissolution. After extraction with ether, the aqueous layer was acidified to pH2 with 2M hydrochloric acid. The precipitate was collected by filtration, washed with water, followed by ether and dried under vacuum to give 7-hyd... RXN SMILES: [F:1][C:2]([C:5]1[CH:6]=[C:7](B2OC(C)(C)C(C)(C)O2)[CH:8]=[CH:9][CH:10]=1)([F:4])[CH3:3].[Cl:20][C:21]1[CH:22]=[C:23]([CH2:27][N:28]2[CH:32]=[CH:31][N:30]=[C:29]2[CH3:33])[N:24]=[N:25][CH:26]=1>>[ClH:20].[F:4][C:2]([C:5]1[CH:6]=[C:7]([C:21]2[CH:22]=[C:23]([CH2:27][N:28]3[CH:32]=[CH:31][N:30]=[C:29]3[CH3:33])[N:24]=[N:25][CH:26]=2)[CH:8]=[CH:9][CH:10]=1)([F:1])[CH3:3] |f:2.3|. Reactants: FC(C)(F)C=1C=C(C=CC1)B1OC(C(O1)(C)C)(C)C (2-[3-(1,1-difluoro-ethyl)-phenyl]-4,4,5,5-tetramethyl-[1,3,2]dioxaborolane), ClC=1C=C(N=NC1)CN1C(=NC=C1)C (5-chloro-3-(2-methyl-imidazol-1-ylmethyl)-pyridazine). Product: Cl.FC(C)(F)C=1C=C(C=CC1)C=1C=C(N=NC1)CN1C(=NC=C1)C (5-[3-(1,1-Difluoro-ethyl)-phenyl]-3-(2-methyl-imidazol-1-yl-methyl)-pyridazine hydrochloride). Reported procedure: The title compound, MS: m/e=315.4 (M+H+), was prepared from 2-[3-(1,1-difluoro-ethyl)-phenyl]-4,4,5,5-tetramethyl-[1,3,2]dioxaborolane and 5-chloro-3-(2-methyl-imidazol-1-ylmethyl)-pyridazine. The reactants are CCOC(=O)C(C)(C)SCc1cccc(OCOCc2ccccc2)c1, CCO, Cl. The product is CCOC(=O)C(C)(C)SCc1cccc(O)c1. As a reaction SMILES: [CH2:1]([O:2][CH2:3][O:10][c:11]1[cH:12][c:13]([CH2:14][S:15][C:16]([C:17](=[O:18])[O:19][CH2:20][CH3:21])([CH3:22])[CH3:23])[cH:24][cH:25][cH:26]1)[c:4]1[cH:5][cH:6][cH:7][cH:8][cH:9]1.[CH3:28][CH2:29][OH:30].[ClH:27]>>[OH:10][c:11]1[cH:12][c:13]([CH2:14][S:15][C:16]([C:17](=[O:18])[O:19][CH2:20][CH3:21])([CH3:22])[CH3:23])[cH:24][cH:25][cH:26]1. The reactants are N[C@@H]1[C@H]([C@H]([C@@H](C1)N1C2=NC(=NC(=C2N=C1)N[C@H]1CN(CC1)C1=NC(=C2N=CN(C2=N1)[C@H]1[C@@H]([C@@H]([C@H](C1)NC(CC)=O)O)O)NCC(C1=CC=CC=C1)C1=CC=CC=C1)Cl)O)O (N-{(1S,2R,3S,4R)-4-[2-{(R)-3-[9-((1R,2S,3R,4S)-4-Amino-2,3-dihydroxy-cyclopentyl)-2-chloro-9H-purin-6-ylamino]-pyrrolidin-1-yl}-6-(2,2-diphenyl-ethylamino)-purin-9-yl]-2,3-dihydroxy-cyclopentyl}-propionamide), C(CC)(=O)Cl (Propionic acid chloride), TEA, CO (MeOH). Solvent: C1CCOC1 (THF). Reaction conditions: time 8 hour. The product is ClC1=NC(=C2N=CN(C2=N1)[C@H]1[C@@H]([C@@H]([C@H](C1)NC(CC)=O)O)O)N[C@H]1CN(CC1)C1=NC(=C2N=CN(C2=N1)[C@H]1[C@@H]([C@@H]([C@H](C1)NC(CC)=O)O)O)NCC(C1=CC=CC=C1)C1=CC=CC=C1 (N-{(1S,2R,3S,4R)-4-[2-{(R)-3-[2-Chloro-9-((1R,2S,3R,4S)-2,3-dihydroxy-4-propionylamino-cyclopentyl)-9H-purin-6-ylamino]-pyrrolidin-1-yl}-6-(2,2-diphenyl-ethylamino)-purin-9-yl]-2,3-dihydroxy-cyclopentyl}-propionamide). RXN SMILES: [NH2:1][C@H:2]1[CH2:6][C@@H:5]([N:7]2[CH:15]=[N:14][C:13]3[C:8]2=[N:9][C:10]([Cl:58])=[N:11][C:12]=3[NH:16][C@@H:17]2[CH2:21][CH2:20][N:19]([C:22]3[N:30]=[C:29]4[C:25]([N:26]=[CH:27][N:28]4[C@@H:31]4[CH2:35][C@H:34]([NH:36][C:37](=[O:40])[CH2:38][CH3:39])[C@@H:33]([OH:41])[C@H:32]4[OH:42])=[C:24]([NH:43][CH2:44][CH:45]([C:52]4[CH:57]=[CH:56][CH:55]=[CH:54][CH:53]=4)[C:46]4[CH:51]=[CH:50][CH:49]=[CH:48][CH:47]=4)[N:23]=3)[CH2:18]2)[C@H:4]([OH:59])[C@@H:3]1[OH:60].CO.[C:63](Cl)(=[O:66])[CH2:64][CH3:65]>C1COCC1>[Cl:58][C:10]1[N:9]=[C:8]2[C:13]([N:14]=[CH:15][N:7]2[C@@H:5]2[CH2:6][C@H:2]([NH:1][C:63](=[O:66])[CH2:64][CH3:65])[C@@H:3]([OH:60])[C@H:4]2[OH:59])=[C:12]([NH:16][C@@H:17]2[CH2:21][CH2:20][N:19]([C:22]3[N:30]=[C:29]4[C:25]([N:26]=[CH:27][N:28]4[C@@H:31]4[CH2:35][C@H:34]([NH:36][C:37](=[O:40])[CH2:38][CH3:39])[C@@H:33]([OH:41])[C@H:32]4[OH:42])=[C:24]([NH:43][CH2:44][CH:45]([C:52]4[CH:53]=[CH:54][CH:55]=[CH:56][CH:57]=4)[C:46]4[CH:51]=[CH:50][CH:49]=[CH:48][CH:47]=4)[N:23]=3)[CH2:18]2)[N:11]=1. Procedure: N-{(1S,2R,3S,4R)-4-[2-{(R)-3-[9-((1R,2S,3R,4S)-4-Amino-2,3-dihydroxy-cyclopentyl)-2-chloro-9H-purin-6-ylamino]-pyrrolidin-1-yl}-6-(2,2-diphenyl-ethylamino)-purin-9-yl]-2,3-dihydroxy-cyclopentyl}-propionamide (32 mg, 0.038 mmol) and TEA (0.016 mL, 0.113 mmol) are suspended in THF (0.5 mL). MeOH (0.5 mL) is added to aid solubility. Propionic acid chloride (0.0035 mL, 0.040 mmol) is added and the reaction mixture is stirred at room temperature overnight. The reaction mixture is reduced in vacuo and... The reactants are C(CCC)[Li] (n-butyllithium), COC(C(C1=CC=C(C=C1)OCCCOC1=CC=C(C=C1)Cl)OC1=CC=C(C=C1)C(C)(C)C)=O (methyl(p-tert.-butylphenoxy){p-[3-(p-chlorophenoxy)propoxy]phenyl}acetate), CI (methyl iodide), C(C)(C)NC(C)C (N,N-diisopropylamine). Solvent: CCCCCC (hexane), O (water), O1CCCC1 (tetrahydrofuran), O1CCCC1 (tetrahydrofuran). Run at temperature 0 celsius, time 30 minute. Yields the product C(C)(C)(C)C1=CC=C(OC(C(=O)OC)(C)C2=CC=C(C=C2)OCCCOC2=CC=C(C=C2)Cl)C=C1 (Methyl 2-(p-tert.-butylphenoxy)-2-{p-[3-(p-chlorophenoxy)propoxy]phenyl}propionat). Reaction SMILES: [CH:1](NC(C)C)(C)C.C([Li])CCC.[CH3:13][O:14][C:15](=[O:46])[CH:16]([O:35][C:36]1[CH:41]=[CH:40][C:39]([C:42]([CH3:45])([CH3:44])[CH3:43])=[CH:38][CH:37]=1)[C:17]1[CH:22]=[CH:21][C:20]([O:23][CH2:24][CH2:25][CH2:26][O:27][C:28]2[CH:33]=[CH:32][C:31]([Cl:34])=[CH:30][CH:29]=2)=[CH:19][CH:18]=1.CI>O1CCCC1.CCCCCC.O>[C:42]([C:39]1[CH:38]=[CH:37][C:36]([O:35][C:16]([C:17]2[CH:18]=[CH:19][C:20]([O:23][CH2:24][CH2:25][CH2:26][O:27][C:28]3[CH:33]=[CH:32][C:31]([Cl:34])=[CH:30][CH:29]=3)=[CH:21][CH:22]=2)([CH3:1])[C:15]([O:14][CH3:13])=[O:46])=[CH:41][CH:40]=1)([CH3:43])([CH3:45])[CH3:44]. Procedure: A solution of 2.7 ml of N,N-diisopropylamine in 15 ml of tetrahydrofuran under argon is stirred and cooled to 0° C. To the solution is added dropwise 8.5 ml of 2M n-butyllithium in hexane. The solution is cooled to -70° C. and a solution of 7.24 g of methyl(p-tert.-butylphenoxy){p-[3-(p-chlorophenoxy)propoxy]phenyl}acetate in 15 ml of tetrahydrofuran is added dropwise. After stirring at -70° C. for 30 minutes, 1.87 ml of methyl iodide is added and the mixture is stirred while slowly allowing to ... Reactants: ClC1=CC(=C(OC=2C=C(C=CC2)C(C)=O)C=C1)[N+](=O)[O-] (1-[3-(4-Chloro-2-nitro-phenoxy)-phenyl]-ethanone), [BH4-].[Na+] (sodium borohydride). The solvent is C(C)O (ethanol). Run at time 16 hour. Yields the product ClC1=CC(=C(OC=2C=C(C=CC2)C(C)O)C=C1)[N+](=O)[O-] (1-[3-(4-Chloro-2-nitro-phenoxy)-phenyl]-ethanol). RXN SMILES: [Cl:1][C:2]1[CH:17]=[CH:16][C:5]([O:6][C:7]2[CH:8]=[C:9]([C:13](=[O:15])[CH3:14])[CH:10]=[CH:11][CH:12]=2)=[C:4]([N+:18]([O-:20])=[O:19])[CH:3]=1.[BH4-].[Na+]>C(O)C>[Cl:1][C:2]1[CH:17]=[CH:16][C:5]([O:6][C:7]2[CH:8]=[C:9]([CH:13]([OH:15])[CH3:14])[CH:10]=[CH:11][CH:12]=2)=[C:4]([N+:18]([O-:20])=[O:19])[CH:3]=1 |f:1.2|. Reported procedure: To the product from Example 170a (1.8 g, 6.2 mmol) in ethanol (50 mL) was added sodium borohydride (0.32 g, 8.64 mmol) portion wise. The reaction was stirred at room temperature for 16 h. The excess sodium borohydride was destroyed by addition of acetic acid. The reaction was poured onto ice/water and extracted with ethyl acetate. The organic phase washed with water, brine, and dried over sodium sulfate, filtered and concentrated under vacuum giving the title compound. The crude residue was puri... The reactants are COC(C(CC(=C)C)C=1C=C(C=C(C1)OCC1=CC=CC=C1)C1=CC=C(C=C1)C(F)(F)F)=O (2-(5-benzyloxy-4′-trifluoromethyl-biphenyl-3-yl)-4-methyl-pent-4-enoic acid methyl ester). The reagents and catalysts are [Pd] (Pd/C). The solvent is CO (MeOH). Run at time 2 day. Yields the product COC(C(CC(C)C)C=1C=C(C=C(C1)O)C1=CC=C(C=C1)C(F)(F)F)=O (2-(5-Hydroxy-4′-trifluoromethyl-biphenyl-3-yl)-4-methyl-pentanoic acid methyl ester). Isolated yield 83.8%. Reaction SMILES: [CH3:1][O:2][C:3](=[O:33])[CH:4]([C:9]1[CH:10]=[C:11]([C:23]2[CH:28]=[CH:27][C:26]([C:29]([F:32])([F:31])[F:30])=[CH:25][CH:24]=2)[CH:12]=[C:13]([O:15]CC2C=CC=CC=2)[CH:14]=1)[CH2:5][C:6]([CH3:8])=[CH2:7]>CO.[Pd]>[CH3:1][O:2][C:3](=[O:33])[CH:4]([C:9]1[CH:10]=[C:11]([C:23]2[CH:24]=[CH:25][C:26]([C:29]([F:31])([F:30])[F:32])=[CH:27][CH:28]=2)[CH:12]=[C:13]([OH:15])[CH:14]=1)[CH2:5][CH:6]([CH3:8])[CH3:7]. Procedure details: 10% Pd/C (Aldrich cat no 205699, 0.30 g) was added to a stirred solution of 2-(5-benzyloxy-4′-trifluoromethyl-biphenyl-3-yl)-4-methyl-pent-4-enoic acid methyl ester (2.71 g, 5.96 mmol) in MeOH (75 mL) at room temperature. Stirring was continued for 2 days under H2 (1 atm). Then the mixture was filtered through Celite, concentrated in vacuo to give the compound (1.83 g, 84%) as a yellow oil.